Dataset: the Open Reaction Database (ORD), a public repository of structured organic reaction records. Task: describe an organic reaction: reactants, conditions, products, and yield Starting materials: OC=1C=C2C=CC(NC2=CC1)=O (6-hydroxycarbostyril), BrCCCCl (1-bromo-3-chloropropane), C([O-])([O-])=O.[K+].[K+] (potassium carbonate). Run in CN(C=O)C (dimethylformamide). Run at time 3 day. Yields the product ClCCCOC=1C=C2C=CC(NC2=CC1)=O (6-(3-chloropropoxy)carbostyril). RXN SMILES: [OH:1][C:2]1[CH:3]=[C:4]2[C:9](=[CH:10][CH:11]=1)[NH:8][C:7](=[O:12])[CH:6]=[CH:5]2.Br[CH2:14][CH2:15][CH2:16][Cl:17].C(=O)([O-])[O-].[K+].[K+]>CN(C)C=O>[Cl:17][CH2:16][CH2:15][CH2:14][O:1][C:2]1[CH:3]=[C:4]2[C:9](=[CH:10][CH:11]=1)[NH:8][C:7](=[O:12])[CH:6]=[CH:5]2 |f:2.3.4|. Procedure details: To a suspension of 6-hydroxycarbostyril (50 g) and 1-bromo-3-chloropropane (120 ml) in dimethylformamide (600 ml) is added potassium carbonate (65 g) in portions at room temperature. The mixture is stirred at room temperature for three days, and the insoluble materials are collected by filtration and washed with n-hexane. The resulting crystals are further washed successively with water, acetone and n-hexane, and dried to give 6-(3-chloropropoxy)carbostyril (50.7 g) as a white powder. Reactants: N1=CC=CC2=CC=CC(=C12)N (quinolin-8-amine), CCN(C(C)C)C(C)C (DIPEA), ClC1=CC=C(C(=C1C(=O)O)F)CNC(C(C)(C)C)=O (6-chloro-2-fluoro-3-(pivalamidomethyl)benzoic acid), C(C(=O)Cl)(=O)Cl (oxalyl chloride). Reagents/catalysts: CN(C)C=O (DMF). Run in C(Cl)Cl (CH2Cl2). Product: ClC1=CC=C(C(=C1C(=O)NC=1C=CC=C2C=CC=NC12)F)CNC(C(C)(C)C)=O (6-Chloro-2-fluoro-3-(pivalamidomethyl)-N-(quinolin-8-yl)benzamide). The yield is 10.7%. Reaction SMILES: [N:1]1[C:10]2[C:5](=[CH:6][CH:7]=[CH:8][C:9]=2[NH2:11])[CH:4]=[CH:3][CH:2]=1.[Cl:12][C:13]1[C:18]([C:19](O)=[O:20])=[C:17]([F:22])[C:16]([CH2:23][NH:24][C:25](=[O:30])[C:26]([CH3:29])([CH3:28])[CH3:27])=[CH:15][CH:14]=1.C(Cl)(=O)C(Cl)=O.CCN(C(C)C)C(C)C>CN(C=O)C.C(Cl)Cl>[Cl:12][C:13]1[C:18]([C:19]([NH:11][C:9]2[CH:8]=[CH:7][CH:6]=[C:5]3[C:10]=2[N:1]=[CH:2][CH:3]=[CH:4]3)=[O:20])=[C:17]([F:22])[C:16]([CH2:23][NH:24][C:25](=[O:30])[C:26]([CH3:28])([CH3:27])[CH3:29])=[CH:15][CH:14]=1. Procedure: The title compound was prepared following the procedure described in Example-1 using quinolin-8-amine (Intermediate-48, 50 mg, 0.34 mmol), 6-chloro-2-fluoro-3-(pivalamidomethyl)benzoic acid (Intermediate-2, 119 mg, 0.41 mmol), oxalyl chloride (78 mg, 0.62 mmol), DMF (1 drop) and DIPEA (132 mg, 1.02 mmol) in CH2Cl2 (5 mL) to afford 15 mg of the title product. 1H NMR (300 MHz, DMSO-d6): δ 10.73 (s, 1H), 8.91 (s, 1H), 8.71 (d, J=8.1 Hz, 1H), 8.48 (d, 1H), 8.16 (t, 1H), 7.78 (d, 1H), 7.67 (t, J=7.2 ... The reactants are FC1=C(C=CC(=C1)F)[N+](=O)[O-] (2,4-difluoronitrobenzene), FC=1C=C(N)C=C(C1)F (3,5-difluoroaniline). The product is FC=1C=C(C=C(C1)F)NC1=C(C=CC(=C1)F)[N+](=O)[O-] (N-(3,5-difluorophenyl)-5-fluoro-2-nitroaniline). RXN SMILES: F[C:2]1[CH:7]=[C:6]([F:8])[CH:5]=[CH:4][C:3]=1[N+:9]([O-:11])=[O:10].[F:12][C:13]1[CH:14]=[C:15]([CH:17]=[C:18]([F:20])[CH:19]=1)[NH2:16]>>[F:12][C:13]1[CH:14]=[C:15]([NH:16][C:2]2[CH:7]=[C:6]([F:8])[CH:5]=[CH:4][C:3]=2[N+:9]([O-:11])=[O:10])[CH:17]=[C:18]([F:20])[CH:19]=1. Procedure details: Prepared according to Step D1 in General Procedure D using 2,4-difluoronitrobenzene (1.757 mL, 16.02 mmol) and 3,5-difluoroaniline (2.069 g, 16.02 mmol) to give N-(3,5-difluorophenyl)-5-fluoro-2-nitroaniline as an orange solid: 1H NMR (400 MHz, DMSO-d6) δ ppm 9.48 (1H, s), 8.23 (1H, dd, J=9.4, 6.1 Hz), 7.05-7.17 (3H, m), 6.99 (1H, tt, J=9.4, 2.3 Hz), 6.84-6.91 (1H, m); LC-MS (ESI) m/z 267.0 [M−H]−. The reactants are CC[O-], CCO, ClCCCN1CCC(c2ccccc2)CC1, Cl, O=C1NC(=O)C(c2ccccc2)(c2ccc([N+](=O)[O-])cc2)N1, [Na+]. Yields the product O=C1NC(c2ccccc2)(c2ccc([N+](=O)[O-])cc2)C(=O)N1CCCN1CCC(c2ccccc2)CC1. Reaction SMILES: [CH3:24][CH2:25][O-:26].[CH3:44][CH2:45][OH:46].[Cl:27][CH2:28][CH2:29][CH2:30][N:31]1[CH2:32][CH2:33][CH:34]([c:37]2[cH:38][cH:39][cH:40][cH:41][cH:42]2)[CH2:35][CH2:36]1.[ClH:43].[N+:1](=[O:2])([O-:3])[c:4]1[cH:5][cH:6][c:7]([C:10]2([c:17]3[cH:18][cH:19][cH:20][cH:21][cH:22]3)[C:11](=[O:16])[NH:12][C:13](=[O:15])[NH:14]2)[cH:8][cH:9]1.[Na+:23]>>[N+:1](=[O:2])([O-:3])[c:4]1[cH:5][cH:6][c:7]([C:10]2([c:17]3[cH:18][cH:19][cH:20][cH:21][cH:22]3)[C:11](=[O:16])[N:12]([CH2:28][CH2:29][CH2:30][N:31]3[CH2:32][CH2:33][CH:34]([c:37]4[cH:38][cH:39][cH:40][cH:41][cH:42]4)[CH2:35][CH2:36]3)[C:13](=[O:15])[NH:14]2)[cH:8][cH:9]1. The reactants are CC=1N=C(SC1)C(C)(C)O (2-(4-Methylthiazol-2-yl)propan-2-ol), C1CC(=O)N(C1=O)Br (NBS). Run in CN(C)C=O (DMF), CCOC(=O)C (EtOAc). Yields the product BrC1=C(N=C(S1)C(C)(C)O)C (2-(5-Bromo-4-methylthiazol-2-yl)propan-2-ol). As a reaction SMILES: [CH3:1][C:2]1[N:3]=[C:4]([C:7]([OH:10])([CH3:9])[CH3:8])[S:5][CH:6]=1.C1C(=O)N([Br:18])C(=O)C1>CN(C=O)C.CCOC(C)=O>[Br:18][C:6]1[S:5][C:4]([C:7]([OH:10])([CH3:9])[CH3:8])=[N:3][C:2]=1[CH3:1]. Reported procedure: 2-(4-Methylthiazol-2-yl)propan-2-ol (321 mg 2.04 mmol) and NBS (404 mg 2.25 mmol) was stirred in DMF (10 mL) at room temperature for 2 hours under nitrogen. The mixture was diluted with EtOAc (50 mL) and washed with water (2×20 ml), then brine, dried over sodium sulfate and concentrated to give an oil which was purified by ISCO CombiFlash® chromatography eluting with Heptane:EtOAc (100:0 to 0:100 over 20 CV) to the product as a pale yellow oil (296 mg 61%). The reactants are C(C)(C)(C)OC(=O)N1CC(CCC1)(C(=O)O)NC(=O)OCC1C2=CC=CC=C2C=2C=CC=CC12 (1-(tert-butoxycarbonyl)-3-{[(9H-fluoren-9-ylmethoxy)carbonyl]amino}piperidine-3-carboxylic acid), N1CCCCC1 (piperidine), C(C)(C)(C)OC.C(C)(C)O (tert-butylmethylether iso-propanol), C(C)(C)(C)OC(=O)N1CC(CCC1)(C(=O)O)NC(=O)OCC1C2=CC=CC=C2C=2C=CC=CC12 (1-(tert-butoxycarbonyl)-3-{[(9H-fluoren-9-ylmethoxy)carbonyl]amino}piperidine-3-carboxylic acid). The solvent is CN(C=O)C (N,N-dimethylformamide). Yields the product NC1(CN(CCC1)C(=O)OC(C)(C)C)C(=O)O (3-amino-1-(tert-butoxycarbonyl)piperidine-3-carboxylic acid). The yield is 81.0%. As a reaction SMILES: [C:1]([O:5][C:6]([N:8]1[CH2:13][CH2:12][CH2:11][C:10]([NH:17]C(OCC2C3C=CC=CC=3C3C2=CC=CC=3)=O)([C:14]([OH:16])=[O:15])[CH2:9]1)=[O:7])([CH3:4])([CH3:3])[CH3:2].C(OC)(C)(C)C.C(O)(C)C.N1CCCCC1>CN(C)C=O>[NH2:17][C:10]1([C:14]([OH:16])=[O:15])[CH2:11][CH2:12][CH2:13][N:8]([C:6]([O:5][C:1]([CH3:2])([CH3:3])[CH3:4])=[O:7])[CH2:9]1 |f:1.2|. Reported procedure: 1-(tert-butoxycarbonyl)-3-{[(9H-fluoren-9-ylmethoxy)carbonyl]amino}piperidine-3-carboxylic acid was resolved by chiral HPLC resolution {Merck 50 mm 16 μm Kromasil Chirose 2 No. CT9014, tert-butylmethylether/iso-propanol (90/10). The first eluted enantiomer (800 mg, 1.71 mmol) 1-(tert-butoxycarbonyl)-3-{[(9H-fluoren-9-ylmethoxy)carbonyl]amino}piperidine-3-carboxylic acid (Isomer 1) was dissolved in N,N-dimethylformamide (10 ml) and piperidine (0.85 ml, 8.55 mmol) added. The mixture was stirred at... The reactants are NCCCCCCN (Hexamethylenediamine), C(C)(=O)N (acetamide). The product is C(C)(=O)NCCCCCCN (N-acetylhexylendiamine). RXN SMILES: [NH2:1][CH2:2][CH2:3][CH2:4][CH2:5][CH2:6][CH2:7][NH2:8].[C:9](N)(=[O:11])[CH3:10]>>[C:9]([NH:1][CH2:2][CH2:3][CH2:4][CH2:5][CH2:6][CH2:7][NH2:8])(=[O:11])[CH3:10]. Procedure: Hexamethylenediamine (90.64 g; 0.6 mol) and acetamide (11.81 g; 0.2 Mol) were stirred and refluxed for 10 hours under nitrogen. The solution was cooled overnight and then distilled under vacuum <100° C. as fast as possible. The N-acetylhexylenediamine was then separated from the resultant mixture by flash chromatography [SiO2/EtOH:25%aq.NH3 (4:1)]. The title product was obtained as a white crystalline product (18.43 g; 58% theory). RXN SMILES: [F:1][C:2]1[CH:3]=[C:4]([CH:9]=[C:10]([I:12])[CH:11]=1)[C:5](OC)=[O:6].CC(C[AlH]CC(C)C)C>C(Cl)Cl>[F:1][C:2]1[CH:3]=[C:4]([CH2:5][OH:6])[CH:9]=[C:10]([I:12])[CH:11]=1. Reported procedure: Methyl 3-fluoro-5-iodobenzoate (5.49 g, 19.60 mmol) was dissolved in DCM (100 mL) and cooled to −78° C. DIBAL-H (49.0 mL, 49.0 mmol) was added dropwise over 30 min and then after 1 h another portion of DIBAL-H (49.0 mL, 49.0 mmol) was added. Reaction mixture agitated at −78° C. for 4 h and poured carefully onto ice-cold 1N HCl. The mixture was agitated for 10 min and the layers separated and the aq. layer extracted with DCM and the combined organic extract was dried (magnesium sulfate), filtered... Yields the product FC=1C=C(C=C(C1)I)CO ((3-fluoro-5-iodophenyl)methanol). Run in C(Cl)Cl (DCM). Starting materials: CC(C)C[AlH]CC(C)C (DIBAL-H), FC=1C=C(C(=O)OC)C=C(C1)I (Methyl 3-fluoro-5-iodobenzoate), CC(C)C[AlH]CC(C)C (DIBAL-H). Conditions: temperature -78 celsius, time 4 hour. Reactants: C1CCOC1, CN(C)C(C#N)C1CCC2(CC1)OCCO2, CCOCC, [Cl-], [Cl-], [NH4+], O, [Mg+]CCc1ccccc1. Product: CN(C)C(CCc1ccccc1)C1CCC2(CC1)OCCO2. As a reaction SMILES: [CH2:17]1[O:18][CH2:19][CH2:20][CH2:21]1.[CH3:1][N:2]([CH3:3])[CH:4]([C:5]#[N:6])[CH:7]1[CH2:8][CH2:9][C:10]2([O:11][CH2:12][CH2:13][O:14]2)[CH2:15][CH2:16]1.[CH3:34][CH2:35][O:36][CH2:37][CH3:38].[Cl-:22].[Cl-:32].[NH4+:33].[OH2:39].[c:23]1([CH2:29][CH2:30][Mg+:31])[cH:24][cH:25][cH:26][cH:27][cH:28]1>>[CH3:1][N:2]([CH3:3])[CH:4]([CH2:5][CH2:29][c:23]1[cH:24][cH:25][cH:26][cH:27][cH:28]1)[CH:7]1[CH2:8][CH2:9][C:10]2([O:11][CH2:12][CH2:13][O:14]2)[CH2:15][CH2:16]1.